Dataset: the Open Reaction Database (ORD), a public repository of structured organic reaction records. Task: describe an organic reaction: reactants, conditions, products, and yield Product: CCCC(NC1CCc2cc(F)cc(F)c2C1)C(=O)Nc1cn(C(C)(C)CNCCOCC)cn1. Starting materials: CCOCCNCC(C)(C)n1cnc([N+](=O)[O-])c1, CCCC(NC1CCc2cc(F)cc(F)c2C1)C(=O)O. RXN SMILES: [CH2:1]([CH3:2])[O:3][CH2:4][CH2:5][NH:6][CH2:7][C:8]([CH3:9])([n:10]1[cH:11][n:12][c:13]([N+:15]([O-:16])=[O:17])[cH:14]1)[CH3:18].[F:19][c:20]1[cH:21][c:22]2[c:27]([c:28]([F:30])[cH:29]1)[CH2:26][CH:25]([NH:31][CH:32]([C:33](=[O:34])[OH:35])[CH2:36][CH2:37][CH3:38])[CH2:24][CH2:23]2>>[CH2:1]([CH3:2])[O:3][CH2:4][CH2:5][NH:6][CH2:7][C:8]([CH3:9])([n:10]1[cH:11][n:12][c:13]([NH:15][C:33]([CH:32]([NH:31][CH:25]2[CH2:24][CH2:23][c:22]3[cH:21][c:20]([F:19])[cH:29][c:28]([F:30])[c:27]3[CH2:26]2)[CH2:36][CH2:37][CH3:38])=[O:34])[cH:14]1)[CH3:18]. Reactants: CS(C)=O, COC(=O)CC#N, CSc1cc(Cl)ncn1, [H-], [H][H], [Na+]. The product is COC(=O)C(C#N)c1cc(SC)ncn1. As a reaction SMILES: [CH3:21][S:22]([CH3:23])=[O:24].[CH3:3][O:4][C:5](=[O:6])[CH2:7][C:8]#[N:9].[Cl:12][c:13]1[n:14][cH:15][n:16][c:17]([S:19][CH3:20])[cH:18]1.[H-:2].[H:10][H:11].[Na+:1]>>[CH3:3][O:4][C:5](=[O:6])[CH:7]([C:8]#[N:9])[c:13]1[n:14][cH:15][n:16][c:17]([S:19][CH3:20])[cH:18]1. Product: NC1=CC(=CC=2N=C(SC21)NC(=O)NCC)C=2C=NC=CC2 (1-(7-Amino-5-pyridin-3-yl-benzothiazol-2-yl)-3-ethyl-urea). Procedure: A stirred suspension of 1-Ethyl-3-(7-nitro-5-pyridin-3-yl-benzothiazol-2-yl)-urea (25 mg, 0.0728 mmol) in ethanol (0.5 ml) and concentrated hydrochloric acid (0.5 ml) was treated with tin (II) chloride (69 mg, 0.364 mmol) and heated at 80° C. for 5 h. After cooling to ambient temperature, the mixture was diluted with water (50 ml) and made alkaline (pH 11) by the addition of concentrated ammonia. The 1-(7-Amino-5-pyridin-3-yl-benzothiazol-2-yl)-3-ethyl-urea was extracted with ethyl acetate (3×50... Reactants: [Sn](Cl)Cl (tin (II) chloride), C(C)NC(=O)NC=1SC2=C(N1)C=C(C=C2[N+](=O)[O-])C=2C=NC=CC2 (1-Ethyl-3-(7-nitro-5-pyridin-3-yl-benzothiazol-2-yl)-urea), N (ammonia). Run at temperature 80 celsius. Reaction SMILES: [CH2:1]([NH:3][C:4]([NH:6][C:7]1[S:8][C:9]2[C:15]([N+:16]([O-])=O)=[CH:14][C:13]([C:19]3[CH:20]=[N:21][CH:22]=[CH:23][CH:24]=3)=[CH:12][C:10]=2[N:11]=1)=[O:5])[CH3:2].[Sn](Cl)Cl.N>C(O)C.Cl.O>[NH2:16][C:15]1[C:9]2[S:8][C:7]([NH:6][C:4]([NH:3][CH2:1][CH3:2])=[O:5])=[N:11][C:10]=2[CH:12]=[C:13]([C:19]2[CH:20]=[N:21][CH:22]=[CH:23][CH:24]=2)[CH:14]=1. The solvent is C(C)O (ethanol), Cl (hydrochloric acid), O (water). Isolated yield 162.2%. The reactants are ClC=1C=C2C=C(C(OC2=CC1CCC(C)(C)C)C(F)(F)F)C(=O)O (6-chloro-7-(3,3-dimethylbutyl)-2-(trifluoromethyl)-2H-chromene-3-carboxylic acid), 3F, 3F, C17H17ClF3O3, C1(=CC=CC2=CC=CC=C12)[C@@H](C)N ((R)-(+)-1-(1-naphthyl)ethylamine). Yields the product ClC=1C=C2C=C([C@H](OC2=CC1CCC(C)(C)C)C(F)(F)F)C(=O)O ((2S)-6-chloro-7-(3,3-dimethylbutyl)-2-(trifluoromethyl)-2H-chromene-3-carboxylic acid). RXN SMILES: [Cl:1][C:2]1[CH:3]=[C:4]2[C:9](=[CH:10][C:11]=1[CH2:12][CH2:13][C:14]([CH3:17])([CH3:16])[CH3:15])[O:8][CH:7]([C:18]([F:21])([F:20])[F:19])[C:6]([C:22]([OH:24])=[O:23])=[CH:5]2.C1([C@H](N)C)C2C(=CC=CC=2)C=CC=1>>[Cl:1][C:2]1[CH:3]=[C:4]2[C:9](=[CH:10][C:11]=1[CH2:12][CH2:13][C:14]([CH3:17])([CH3:15])[CH3:16])[O:8][C@H:7]([C:18]([F:21])([F:19])[F:20])[C:6]([C:22]([OH:24])=[O:23])=[CH:5]2. Reported procedure: A racemic mixture of the compound prepared in Example 9b, Step 3 was chirally resolved using the same protocol as for Example 609e, Step 1, S-enantiomer was identified as peak 2 with retention time 10.35 min: ESHRMS m/z 361.0848 (M−H, C17H17ClF3O3 Calc'd 361.0813). 1HNMR (DMSO-d6/400 MHz) 13.23 (brs, 1H, 7.80 (s, 1H), 7.55 (s, 1H), 7.01 (s, 1H), 5.89 (q, 1H, J=7.1 Hz), 3.30 (m, 2H), 2.56-2.60 (m, 2H), 1.31-1.37 (m, 2H), 0.91 (s, 9H). 19FNMR (d6-benzene; 6 eq of (R)-(+)-1-(1-naphthyl)ethylamine) ... Starting materials: O=C1CCC(=O)N1Br, COc1cc2c(cc1OC(C)C)-c1cc3c(n1CC2)C(=O)N(C(C)(C)C)CCOC3, [Na+], [Na+], O=S([O-])([O-])=S, CN(C)C=O, O. Yields the product COc1cc2c(cc1OC(C)C)-c1c(Br)c3c(n1CC2)C(=O)N(C(C)(C)C)CCOC3. Reaction SMILES: [Br:31][N:32]1[C:33](=[O:34])[CH2:35][CH2:36][C:37]1=[O:38].[C:1]([CH3:2])([CH3:3])([CH3:4])[N:5]1[CH2:6][CH2:7][O:8][CH2:9][c:10]2[cH:11][c:12]3[n:13]([c:28]2[C:29]1=[O:30])[CH2:14][CH2:15][c:16]1[cH:17][c:18]([O:26][CH3:27])[c:19]([O:22][CH:23]([CH3:24])[CH3:25])[cH:20][c:21]1-3.[Na+:40].[Na+:41].[O-:42][S:43]([O-:44])(=[S:45])=[O:46].[O:47]=[CH:48][N:49]([CH3:50])[CH3:51].[OH2:39]>>[C:1]([CH3:2])([CH3:3])([CH3:4])[N:5]1[CH2:6][CH2:7][O:8][CH2:9][c:10]2[c:11]([Br:31])[c:12]3[n:13]([c:28]2[C:29]1=[O:30])[CH2:14][CH2:15][c:16]1[cH:17][c:18]([O:26][CH3:27])[c:19]([O:22][CH:23]([CH3:24])[CH3:25])[cH:20][c:21]1-3. Reactants: COC=1C=C(C=C(C1)OC)C(C)NC(C1=CC(=CC=C1)[N+](=O)[O-])C1=CC=C(C=C1)F (N-[1-(3,5-dimethoxyphenyl)ethyl]-N-[(4-fluorophenyl)-(3-nitrophenyl)methyl]amine), [BH4-].[Na+] (sodium borohydride). Reagents/catalysts: O.O.O.O.O.O.[Ni](Cl)Cl (nickel chloride hexahydrate). Product: COC=1C=C(C=C(C1)OC)C(C)NC(C=1C=C(C=CC1)N)C1=CC=C(C=C1)F (3-{[1-(3,5-Dimethoxyphenyl)ethylamino]-(4-fluorophenyl)methyl}phenylamine). RXN SMILES: [CH3:1][O:2][C:3]1[CH:4]=[C:5]([CH:11]([NH:13][CH:14]([C:24]2[CH:29]=[CH:28][C:27]([F:30])=[CH:26][CH:25]=2)[C:15]2[CH:20]=[CH:19][CH:18]=[C:17]([N+:21]([O-])=O)[CH:16]=2)[CH3:12])[CH:6]=[C:7]([O:9][CH3:10])[CH:8]=1.[BH4-].[Na+]>O.O.O.O.O.O.[Ni](Cl)Cl>[CH3:1][O:2][C:3]1[CH:4]=[C:5]([CH:11]([NH:13][CH:14]([C:24]2[CH:29]=[CH:28][C:27]([F:30])=[CH:26][CH:25]=2)[C:15]2[CH:16]=[C:17]([NH2:21])[CH:18]=[CH:19][CH:20]=2)[CH3:12])[CH:6]=[C:7]([O:9][CH3:10])[CH:8]=1 |f:1.2,3.4.5.6.7.8.9|. Procedure: Following a similar reaction, separation and purification procedure to that described in Example (59b), 2.70 g of N-[1-(3,5-dimethoxyphenyl)ethyl]-N-[(4-fluorophenyl)-(3-nitrophenyl)methyl]amine [prepared as described in step (a) above], 3.13 g of nickel chloride hexahydrate and 1.00 g of sodium borohydride were reacted, to obtain 892 mg of isomer A and 546 mg of isomer B of the title compound as pale yellow oils, respectively. Reactants: [H-].[Na+] (NaH), CN1CCC(CC1)O (1-methylpiperidin-4-ol), BrC1=NC=C(C(=C1[N+](=O)[O-])Br)F (2,4-dibromo-5-fluoro-3-nitro-pyridine). Solvent: C1CCOC1 (THF), C1CCOC1 (THF). Reaction conditions: time 15 minute. The product is BrC1=NC=C(C(=C1[N+](=O)[O-])OC1CCN(CC1)C)F (2-bromo-5-fluoro-4-((1-methylpiperidin-4-yl)oxy)-3-nitropyridine). Reaction SMILES: [H-].[Na+].[CH3:3][N:4]1[CH2:9][CH2:8][CH:7]([OH:10])[CH2:6][CH2:5]1.[Br:11][C:12]1[C:17]([N+:18]([O-:20])=[O:19])=[C:16](Br)[C:15]([F:22])=[CH:14][N:13]=1>C1COCC1>[Br:11][C:12]1[C:17]([N+:18]([O-:20])=[O:19])=[C:16]([O:10][CH:7]2[CH2:8][CH2:9][N:4]([CH3:3])[CH2:5][CH2:6]2)[C:15]([F:22])=[CH:14][N:13]=1 |f:0.1|. Procedure details: NaH (86.67 mg, 2.167 mmol) was added portionwise to a solution of 1-methylpiperidin-4-ol (192.0 mg, 1.667 mmol) in THF (5.000 mL) at 0° C. and the resulting solution stirred for 15 min and then 2,4-dibromo-5-fluoro-3-nitro-pyridine (500 mg, 1.667 mmol) in THF (5.000 mL) was added and the reaction mixture stirred at RT overnight. The reaction mixture was partitioned between water (10 mL) and ethyl acetate (10 mL). Combined organic extracts was dried over MgSO4 and concentrated in vacuo. The resid... The reactants are CC(=O)Nc1ccc(NC(C)=O)c(F)c1, CC(=O)O, O=[N+]([O-])O. The product is CC(=O)Nc1cc([N+](=O)[O-])c(NC(C)=O)cc1F. RXN SMILES: [C:1]([CH3:2])(=[O:3])[NH:4][c:5]1[c:6]([F:15])[cH:7][c:8]([NH:11][C:12]([CH3:13])=[O:14])[cH:9][cH:10]1.[CH3:20][C:21](=[O:22])[OH:23].[OH:16][N+:17]([O-:18])=[O:19]>>[C:1]([CH3:2])(=[O:3])[NH:4][c:5]1[c:6]([F:15])[cH:7][c:8]([NH:11][C:12]([CH3:13])=[O:14])[c:9]([N+:17](=[O:16])[O-:18])[cH:10]1.